This data is from the Open Reaction Database (ORD), a public repository of structured organic reaction records. The task is: describe an organic reaction: reactants, conditions, products, and yield The reactants are ClC1=NC=C(C2=CC=CC=C12)O (1-chloroisoquinolin-4-ol), [Si](C)(C)(C)C=[N+]=[N-] (TMS-diazomethane). Run in C(C)#N (acetonitrile). Reaction conditions: time 2 hour. Product: ClC1=NC=C(C2=CC=CC=C12)OC (1-chloro-4-methoxyisoquinoline). Isolated yield 46.4%. As a reaction SMILES: [Cl:1][C:2]1[C:11]2[C:6](=[CH:7][CH:8]=[CH:9][CH:10]=2)[C:5]([OH:12])=[CH:4][N:3]=1.[Si](C=[N+]=[N-])(C)(C)[CH3:14]>C(#N)C>[Cl:1][C:2]1[C:11]2[C:6](=[CH:7][CH:8]=[CH:9][CH:10]=2)[C:5]([O:12][CH3:14])=[CH:4][N:3]=1. Procedure: To a solution of 1-chloroisoquinolin-4-ol (5.0 g, 27.8 mmol) in acetonitrile (50 mL) was added TMS-diazomethane (12.73 g, 111.2 mmol) at 0° C. The reaction mixture was allowed to come to room temperature and stirred for 2 h. Solvent was evaporated under reduced pressure to get crude compound. The crude compound was purified by silica gel chromatography to get 1-chloro-4-methoxyisoquinoline (2.5 g, 46.4%) as off-white solid. 1H NMR (400 MHz, CD3OD): δ ppm 8.29-8.17 (m, 2H), 7.97 (s, 1H), 7.91-7.8... The reactants are Cc1ccc(CCl)cc1, CC(=O)c1cc2c(cc1O)C(C)(C)CCC2(C)C. Product: CC(=O)c1cc2c(cc1OCc1ccc(C)cc1)C(C)(C)CCC2(C)C. Reaction SMILES: [CH3:19][c:20]1[cH:21][cH:22][c:23]([CH2:24][Cl:25])[cH:26][cH:27]1.[OH:1][c:2]1[c:3]([C:16]([CH3:17])=[O:18])[cH:4][c:5]2[c:10]([cH:11]1)[C:9]([CH3:12])([CH3:13])[CH2:8][CH2:7][C:6]2([CH3:14])[CH3:15]>>[O:1]([c:2]1[c:3]([C:16]([CH3:17])=[O:18])[cH:4][c:5]2[c:10]([cH:11]1)[C:9]([CH3:12])([CH3:13])[CH2:8][CH2:7][C:6]2([CH3:14])[CH3:15])[CH2:24][c:23]1[cH:22][cH:21][c:20]([CH3:19])[cH:27][cH:26]1. The reactants are CCCC(=O)Cl, CN(C)c1ccccc1, CCOC(C)=O, Cc1ccnc(N)c1[N+](=O)[O-]. As a reaction SMILES: [C:21]([CH2:22][CH2:23][CH3:24])(=[O:25])[Cl:26].[CH3:12][N:13]([c:14]1[cH:15][cH:16][cH:17][cH:18][cH:19]1)[CH3:20].[CH3:27][CH2:28][O:29][C:30](=[O:31])[CH3:32].[NH2:1][c:2]1[n:3][cH:4][cH:5][c:6]([CH3:11])[c:7]1[N+:8](=[O:9])[O-:10]>>[NH:1]([c:2]1[n:3][cH:4][cH:5][c:6]([CH3:11])[c:7]1[N+:8](=[O:9])[O-:10])[C:21]([CH2:22][CH2:23][CH3:24])=[O:25]. The product is CCCC(=O)Nc1nccc(C)c1[N+](=O)[O-]. Starting materials: Oc1ccc2cc(Br)ccc2c1, O=C([O-])[O-], CS(C)=O, OCCCCCCCl, [I-], [K+], [K+], [K+]. Product: OCCCCCCOc1ccc2cc(Br)ccc2c1. RXN SMILES: [Br:1][c:2]1[cH:3][c:4]2[cH:5][cH:6][c:7]([OH:12])[cH:8][c:9]2[cH:10][cH:11]1.[C:23](=[O:24])([O-:25])[O-:26].[CH3:29][S:30](=[O:31])[CH3:32].[Cl:13][CH2:14][CH2:15][CH2:16][CH2:17][CH2:18][CH2:19][OH:20].[I-:22].[K+:21].[K+:27].[K+:28]>>[Br:1][c:2]1[cH:3][c:4]2[cH:5][cH:6][c:7]([O:12][CH2:14][CH2:15][CH2:16][CH2:17][CH2:18][CH2:19][OH:20])[cH:8][c:9]2[cH:10][cH:11]1. The reactants are ClCC=1C=C(C=O)C=CC1OCCNC1=NC=CC=C1 (3-chloromethyl-4[2-(pyridin-2-yl-amino)-ethoxy]-benzaldehyde), ClCC=1C=C(C=O)C=CC1OCCNC1=NC=CC=C1 (3-chloromethyl-4[2-(pyridin-2-yl-amino)-ethoxy]-benzaldehyde), [I-].[K+] (potassium iodide). The solvent is O (water), CN(C)C=O (DMF). Conditions: temperature 130 celsius. Product: N1=C(C=CC=C1)N1CCOC2=C(C1)C=C(C=C2)C=O (4-pyridin-2-yl-2,3,4,5-tetrahydro-benzo [f][1,4]oxazepine-7-carbaldehyde). Reaction SMILES: Cl[CH2:2][C:3]1[CH:4]=[C:5]([CH:8]=[CH:9][C:10]=1[O:11][CH2:12][CH2:13][NH:14][C:15]1[CH:20]=[CH:19][CH:18]=[CH:17][N:16]=1)[CH:6]=[O:7].[I-].[K+]>CN(C=O)C.O>[N:16]1[CH:17]=[CH:18][CH:19]=[CH:20][C:15]=1[N:14]1[CH2:2][C:3]2[CH:4]=[C:5]([CH:6]=[O:7])[CH:8]=[CH:9][C:10]=2[O:11][CH2:12][CH2:13]1 |f:1.2|. Procedure details: To a solution of 3-chloromethyl-4-[2-(pyridin-2-yl-amino)-ethoxy]-benzaldehyde [compound of step II] (7.45 g, 25.7 mmol) in 340 mL DMF, was added potassium iodide (8.53 g, 51.4 mmol) and the reaction mixture was heated to 130° C. for 1 hour. The reaction mixture was cooled, diluted with 1 L water and extracted with 2×500 mL of ethyl acetate. The ethyl acetate extract was washed with 250 mL brine, dried over anhydrous sodium sulfate and concentrated under vacuum at 40° C. to give 5.9 g crude mate... Reactants: NC(C)(C)C=1C=C2CC[C@@H](CC2=CC1)NC(C1=CC=C(C=C1)OC[C@H]1OCCC1)=O (N-[(S)-6-(1-amino-1-methylethyl)-1,2,3,4-tetrahydronaphthalen-2-yl]-4-[(S)-1-(tetrahydrofuran-2-yl)methoxy]benzamide), C1CCOC1 (THF), CC(C=O)(C)C (trimethylacetaldehyde), C(#N)[BH3-].[Na+] (sodium cyanoborohydride). The solvent is C(C)(=O)O (acetic acid), CO (methanol). Run at time 12 hour. Product: CC(CNC(C)(C)C=1C=C2CC[C@@H](CC2=CC1)NC(C1=CC=C(C=C1)OC[C@H]1OCCC1)=O)(C)C (N-{(S)-6-[1-(2,2-Dimethylpropylamino)-1-methylethyl]-1,2,3,4-tetrahydro-naphthalen-2-yl}-4-[(S)-1-(tetrahydrofuran-2-yl)methoxy]benzamide). Reaction SMILES: [NH2:1][C:2]([C:5]1[CH:6]=[C:7]2[C:12](=[CH:13][CH:14]=1)[CH2:11][C@@H:10]([NH:15][C:16](=[O:30])[C:17]1[CH:22]=[CH:21][C:20]([O:23][CH2:24][C@@H:25]3[CH2:29][CH2:28][CH2:27][O:26]3)=[CH:19][CH:18]=1)[CH2:9][CH2:8]2)([CH3:4])[CH3:3].C1COCC1.[CH3:36][C:37]([CH3:41])([CH3:40])[CH:38]=O.C([BH3-])#N.[Na+]>C(O)(=O)C.CO>[CH3:36][C:37]([CH3:41])([CH3:40])[CH2:38][NH:1][C:2]([C:5]1[CH:6]=[C:7]2[C:12](=[CH:13][CH:14]=1)[CH2:11][C@@H:10]([NH:15][C:16](=[O:30])[C:17]1[CH:22]=[CH:21][C:20]([O:23][CH2:24][C@@H:25]3[CH2:29][CH2:28][CH2:27][O:26]3)=[CH:19][CH:18]=1)[CH2:9][CH2:8]2)([CH3:3])[CH3:4] |f:3.4|. Reported procedure: To a mixture of N-[(S)-6-(1-amino-1-methylethyl)-1,2,3,4-tetrahydronaphthalen-2-yl]-4-[(S)-1-(tetrahydrofuran-2-yl)methoxy]benzamide (30 mg), THF (1 ml), methanol (0.5 ml), trimethylacetaldehyde (10 mg) and acetic acid (9 mg) was added polymer-bound sodium cyanoborohydride (0.15 mmol), and the suspension was agitated at room temperature for 12 hours. The polymer was filtered off with suction and the filtrate was concentrated. The residue was purified by preparative HPLC. The product was thus obt... Reactants: C(\C=C\C(=O)O)(=O)O (fumaric acid), C1(CCCCC1)NC([C@@H](C[C@@H]([C@H](CN1C(CN(C(C1)=O)C1=C(C=CC=C1F)F)(C)C)N)O)C)=O ((2R,4S,5S)-5-amino-6-[4-(2,6-difluorophenyl)-2,2-dimethyl-5-oxopiperazin-1-yl]-4-hydroxy-2-methylhexanoic acid cyclohexylamide), FC(C(=O)O)(F)F (trifluoroacetic acid), C(C)(C)(C)OC(N[C@H]([C@H](C[C@@H](C)C(NC1CCCCC1)=O)O)CN1C(CN(C(C1)=O)C1=C(C=CC=C1F)F)(C)C)=O ({(1S,2S,4R)-4-(Cyclohexylcarbamoyl)-1-[4-(2,6-difluorophenyl)-2,2-dimethyl-5-oxopiperazin-1-ylmethyl]-2-hydroxypentyl}carbamic acid t-butyl ester). Run in C(Cl)Cl (methylene chloride), CO (methanol). Reaction conditions: time 30 minute. Product: C(\C=C\C(=O)O)(=O)O.C1(CCCCC1)NC([C@@H](C[C@@H]([C@H](CN1C(CN(C(C1)=O)C1=C(C=CC=C1F)F)(C)C)N)O)C)=O.N[C@H]([C@H](C[C@H](C(=O)NC1CCCCC1)C)O)CN1C(CN(C(C1)=O)C1=C(C=CC=C1F)F)(C)C ((2R,4S,5S)-5-Amino-6-[4-(2,6-difluorophenyl)-2,2-dimethyl-5-oxopiperazin-1-yl]-4-hydroxy-2-methylhexanoic acid cyclohexylamide hemifumarate). Isolated yield 90.7%. RXN SMILES: FC(F)(F)C(O)=O.C(OC(=O)[NH:14][C@@H:15]([CH2:30][N:31]1[CH2:36][C:35](=[O:37])[N:34]([C:38]2[C:43]([F:44])=[CH:42][CH:41]=[CH:40][C:39]=2[F:45])[CH2:33][C:32]1([CH3:47])[CH3:46])[C@@H:16]([OH:29])[CH2:17][C@H:18]([C:20](=[O:28])[NH:21][CH:22]1[CH2:27][CH2:26][CH2:25][CH2:24][CH2:23]1)[CH3:19])(C)(C)C.[C:49]([OH:56])(=[O:55])/[CH:50]=[CH:51]/[C:52]([OH:54])=[O:53].[CH:57]1([NH:63][C:64](=[O:90])[C@H:65]([CH3:89])[CH2:66][C@H:67]([OH:88])[C@@H:68]([NH2:87])[CH2:69][N:70]2[CH2:75][C:74](=[O:76])[N:73]([C:77]3[C:82]([F:83])=[CH:81][CH:80]=[CH:79][C:78]=3[F:84])[CH2:72][C:71]2([CH3:86])[CH3:85])[CH2:62][CH2:61][CH2:60][CH2:59][CH2:58]1>C(Cl)Cl.CO>[C:49]([OH:56])(=[O:55])/[CH:50]=[CH:51]/[C:52]([OH:54])=[O:53].[CH:22]1([NH:21][C:20](=[O:28])[C@H:18]([CH3:19])[CH2:17][C@H:16]([OH:29])[C@@H:15]([NH2:14])[CH2:30][N:31]2[CH2:36][C:35](=[O:37])[N:34]([C:38]3[C:43]([F:44])=[CH:42][CH:41]=[CH:40][C:39]=3[F:45])[CH2:33][C:32]2([CH3:46])[CH3:47])[CH2:27][CH2:26][CH2:25][CH2:24][CH2:23]1.[NH2:87][C@@H:68]([CH2:69][N:70]1[CH2:75][C:74](=[O:76])[N:73]([C:77]2[C:78]([F:84])=[CH:79][CH:80]=[CH:81][C:82]=2[F:83])[CH2:72][C:71]1([CH3:85])[CH3:86])[C@@H:67]([OH:88])[CH2:66][C@@H:65]([CH3:89])[C:64]([NH:63][CH:57]1[CH2:58][CH2:59][CH2:60][CH2:61][CH2:62]1)=[O:90] |f:6.7.8|. Procedure details: 0.88 ml of trifluoroacetic acid (11.3 mmol) was added to a solution of 218 mg of {(1S,2S,4R)-4-(cyclohexylcarbamoyl)-1-[4-(2,6-difluorophenyl)-2,2-dimethyl-5-oxopiperazin-1-ylmethyl]-2-hydroxypentyl}carbamic acid t-butyl ester obtained in Example (95a) (0.38 mmol) in methylene chloride (1.7 ml) at room temperature, and the mixture was stirred at the same temperature for 30 minutes. After concentration under reduced pressure, a saturated sodium bicarbonate aqueous solution was added to the reacti... Reactants: C(=O)[O-].[NH4+] (ammonium formate), C(C)(C)N1C2=NC(=NC(=C2N=C1)NC=1C=NN(C1)C)C=1CN(CCC1)C(=O)OC(C)(C)C (tert-butyl 3-(9-isopropyl-6-((1-methyl-1H-pyrazol-4-yl)amino)-9H-purin-2-yl)-5,6-dihydropyridine-1(2H)-carboxylate), C(C)(=O)OCC (ethyl acetate). Reagents/catalysts: [Pd] (Pd/C). Run in C(C)O (ethanol). Conditions: temperature 60 celsius. The product is C(C)(C)N1C2=NC(=NC(=C2N=C1)NC=1C=NN(C1)C)C1CN(CCC1)C(=O)OC(C)(C)C (tert-butyl 3-(9-isopropyl-6-((1-methyl-1H-pyrazol-4-yl)amino)-9H-purin-2-yl)piperidine-1-carboxylate). Yield: 75.3%. RXN SMILES: [CH:1]([N:4]1[CH:12]=[N:11][C:10]2[C:5]1=[N:6][C:7]([C:20]1[CH2:21][N:22]([C:26]([O:28][C:29]([CH3:32])([CH3:31])[CH3:30])=[O:27])[CH2:23][CH2:24][CH:25]=1)=[N:8][C:9]=2[NH:13][C:14]1[CH:15]=[N:16][N:17]([CH3:19])[CH:18]=1)([CH3:3])[CH3:2].C([O-])=O.[NH4+].C(OCC)(=O)C>C(O)C.[Pd]>[CH:1]([N:4]1[CH:12]=[N:11][C:10]2[C:5]1=[N:6][C:7]([CH:20]1[CH2:25][CH2:24][CH2:23][N:22]([C:26]([O:28][C:29]([CH3:31])([CH3:30])[CH3:32])=[O:27])[CH2:21]1)=[N:8][C:9]=2[NH:13][C:14]1[CH:15]=[N:16][N:17]([CH3:19])[CH:18]=1)([CH3:2])[CH3:3] |f:1.2|. Reported procedure: A solution of tert-butyl 3-(9-isopropyl-6-((1-methyl-1H-pyrazol-4-yl)amino)-9H-purin-2-yl)-5,6-dihydropyridine-1(2H)-carboxylate (821 mg, 1.87 mmol) in ethanol (35 mL) was degassed with nitrogen and to this was added 10%-Pd/C (150 mg), and ammonium formate (650 mg, 10 mmol). The resulting mixture was stirred and heated at 60° C. for 3 hr. The reaction was cooled to ambient temperature and the catalyst was removed by filtration. The filtrate was evaporated to give a residue, which was taken into ... Starting materials: NC1=C(C=CC(=N1)N1C[C@@H](CCC1)C(=O)O)[N+](=O)[O-] ((R)-1-(6-amino-5-nitropyridin-2-yl)piperidine-3-carboxylic acid), O (water), C(=O)[O-].[NH4+] (ammonium formate). Reagents/catalysts: [Zn] (zinc). Run in CN(C=O)C (N,N-dimethylformamide). Conditions: temperature 45 celsius, time 16 hour. Yields the product NC=1C=CC(=NC1N)N1C[C@@H](CCC1)C(=O)O ((R)-1-(5,6-diaminopyridin-2-yl)piperidine-3-carboxylic acid). RXN SMILES: [NH2:1][C:2]1[N:7]=[C:6]([N:8]2[CH2:13][CH2:12][CH2:11][C@@H:10]([C:14]([OH:16])=[O:15])[CH2:9]2)[CH:5]=[CH:4][C:3]=1[N+:17]([O-])=O.O.C([O-])=O.[NH4+]>CN(C)C=O.[Zn]>[NH2:17][C:3]1[CH:4]=[CH:5][C:6]([N:8]2[CH2:13][CH2:12][CH2:11][C@@H:10]([C:14]([OH:16])=[O:15])[CH2:9]2)=[N:7][C:2]=1[NH2:1] |f:2.3|. Reported procedure: To a solution of (R)-1-(6-amino-5-nitropyridin-2-yl)piperidine-3-carboxylic acid in N,N-dimethylformamide (91 mL) was added water (9.8 mL), ammonium formate (3.85 g, 61.25 mmol), and active zinc dust (2.1 g, 30.6 mmol) under a nitrogen atmosphere. The reaction mixture was stirred at 45° C. for 16 h. The mixture was filtered and concentrated under reduced pressure to afford (R)-1-(5,6-diaminopyridin-2-yl)piperidine-3-carboxylic acid which was used without further purification. Run in C(Cl)Cl (DCM), CN(C)C=O (DMF). Product: IC1=NN(C2=CC=CC(=C12)[N+](=O)[O-])CC1=NN(C=C1)C (3-iodo-1-((1-methyl-1H-pyrazol-3-yl)methyl)-4-nitro-1H-indazole). Yield: 74.4%. Procedure details: To (1-methyl-1H-pyrazol-3-yl)methanol (2.01 g, 17.93 mmol) in DCM (80 mL) at 0° C. was cautiously added thionyl chloride (10.43 mL, 143.4 mmol). The cold bath was removed and the reaction mixture was stirred at ambient temperature for 3 hours. The reaction mixture was concentrated under reduced pressure. The residual yellow solid was diluted with DMF (30 mL). 3-Iodo-4-nitro-1H-indazole (5.181 g, 17.93 mmol) and K2CO3 (7.432 g, 53.78 mmol) were added to the DMF solution. The reaction mixture was ... The reactants are CN1N=C(C=C1)CO ((1-methyl-1H-pyrazol-3-yl)methanol), S(=O)(Cl)Cl (thionyl chloride), IC1=NNC2=CC=CC(=C12)[N+](=O)[O-] (3-Iodo-4-nitro-1H-indazole), C(=O)([O-])[O-].[K+].[K+] (K2CO3). Conditions: time 3 hour. RXN SMILES: [CH3:1][N:2]1[CH:6]=[CH:5][C:4]([CH2:7]O)=[N:3]1.S(Cl)(Cl)=O.[I:13][C:14]1[C:22]2[C:17](=[CH:18][CH:19]=[CH:20][C:21]=2[N+:23]([O-:25])=[O:24])[NH:16][N:15]=1.C([O-])([O-])=O.[K+].[K+]>C(Cl)Cl.CN(C=O)C>[I:13][C:14]1[C:22]2[C:17](=[CH:18][CH:19]=[CH:20][C:21]=2[N+:23]([O-:25])=[O:24])[N:16]([CH2:7][C:4]2[CH:5]=[CH:6][N:2]([CH3:1])[N:3]=2)[N:15]=1 |f:3.4.5|.